From a dataset of the Open Reaction Database (ORD), a public repository of structured organic reaction records. describe an organic reaction: reactants, conditions, products, and yield The reactants are O.ON1N=NC2=C1C=CC=C2 (1-hydroxybenzotriazole hydrate), Cl.CN(CCCN=C=NCC)C (1-(3-dimethylaminopropyl)-3-ethylcarbodiimide hydrochloride), COCCNC (2-methoxy-N-methylethylamine), C(C)C1=C(C(=C(C=C1O)O)C(C1=CC=C(C=C1)OC)=O)CC(=O)O (2-ethyl-3,5-dihydroxy-6-(4-methoxybenzoyl)phenylacetic acid). Run in ClCCl (dichloromethane), O (water). Reaction conditions: time 14 hour. Product: C(C)C1=C(C(=C(C=C1O)O)C(C1=CC=C(C=C1)OC)=O)CC(=O)N(C)CCOC (2-[2-ethyl-3,5-dihydroxy-6-(4-methoxybenzoyl)phenyl]-N-(2-methoxyethyl)-N-methylacetamide). Isolated yield 13.2%. As a reaction SMILES: [CH2:1]([C:3]1[C:8]([OH:9])=[CH:7][C:6]([OH:10])=[C:5]([C:11](=[O:20])[C:12]2[CH:17]=[CH:16][C:15]([O:18][CH3:19])=[CH:14][CH:13]=2)[C:4]=1[CH2:21][C:22]([OH:24])=O)[CH3:2].O.ON1C2C=CC=CC=2N=N1.Cl.CN(C)CCCN=C=NCC.[CH3:48][O:49][CH2:50][CH2:51][NH:52][CH3:53]>ClCCl.O>[CH2:1]([C:3]1[C:8]([OH:9])=[CH:7][C:6]([OH:10])=[C:5]([C:11](=[O:20])[C:12]2[CH:17]=[CH:16][C:15]([O:18][CH3:19])=[CH:14][CH:13]=2)[C:4]=1[CH2:21][C:22]([N:52]([CH2:51][CH2:50][O:49][CH3:48])[CH3:53])=[O:24])[CH3:2] |f:1.2,3.4|. Procedure details: 2-Ethyl-3,5-dihydroxy-6-(4-methoxybenzoyl)phenyl-acetic acid (0.18 g, 0.53 mmol) obtained in Example 10, Step 1 was dissolved in dichloromethane (2.0 mL). To the solution were added 1-hydroxybenzotriazole hydrate (0.11 g, 0.72 mmol), 1-(3-dimethylaminopropyl)-3-ethylcarbodiimide hydrochloride (0.14 g, 0.72 mmol) and 2-methoxy-N-methylethylamine (0.12 mL, 1.1 mmol), followed by stirring at room temperature for 14 hours. To the reaction mixture was added water (10 mL), and the mixture was extracte... The reactants are CNC (dimethylamine), CC=1N=C(SC1)C(COCCCl)O (1-(4-methyl-2-thiazolyl)-2-(2-chloroethoxy)ethanol), CNC (dimethylamine), [I-].[K+] (potassium iodide), Cl (hydrochloric acid), Cl.C(C)O (hydrogen chloride ethanol). Run in C(C)O (ethanol), C(C)O (ethanol), O (water), C(C)(=O)OCC (ethyl acetate), C(C)OCC (diethyl ether). Conditions: time 1 hour. The product is Cl.CC=1N=C(SC1)C(COCCN(C)C)O (1-(4-methyl-2-thiazolyl)-2-[2-(N,N-dimethylamino)ethoxy]ethanol hydrochloride). Reaction SMILES: [CH3:1][C:2]1[N:3]=[C:4]([CH:7]([OH:13])[CH2:8][O:9][CH2:10][CH2:11][Cl:12])[S:5][CH:6]=1.[CH3:14][NH:15][CH3:16].[I-].[K+].Cl.Cl.C(O)C>C(O)C.C(OCC)C.O.C(OCC)(=O)C>[ClH:12].[CH3:1][C:2]1[N:3]=[C:4]([CH:7]([OH:13])[CH2:8][O:9][CH2:10][CH2:11][N:15]([CH3:16])[CH3:14])[S:5][CH:6]=1 |f:2.3,5.6,11.12|. Procedure: A mixture of 1.2 g of 1-(4-methyl-2-thiazolyl)-2-(2-chloroethoxy)ethanol, 3 ml of a 50% aqueous dimethylamine solution, 0.45 g of potassium iodide and 20 ml of ethanol was refluxed for 3 hours. To the reaction mixture was added 3 ml of a 50% aqueous dimethylamine solution. The resulting mixture was refluxed for 3 hours. The solvent was removed by distillation under reduced pressure. To the residue thus obtained were added 30 ml of ethyl acetate and 30 ml of water. The resulting mixture was adjus... The reactants are NC1=C(C2=C(S1)C=CC=C2)C(=O)OCC (ethyl 2-aminobenzo[b]thiophene-3-carboxylate), Cl (hydrochloric acid), ClC1=CC(=C(NC2=C(C3=C(S2)C=CC=C3)C(=O)OCC)C=C1)[N+](=O)[O-] (ethyl 2-(4-chloro-2-nitroanilino)benzo[b]thiophene-3-carboxylate), ClC1=C(C=C(C=C1)Cl)[N+](=O)[O-] (2,5-dichloronitrobenzene), crude crystals, O.O.[Sn](Cl)Cl (tin(II) chloride dihydrate). Run in CS(=O)C (dimethyl sulfoxide), C(C)O (ethanol). The product is NC1=C(NC2=C(C3=C(S2)C=CC=C3)C(=O)OCC)C=CC(=C1)Cl (ethyl 2-(2-amino-4-chloroanilino)benzo[b]thiophene-3-carboxylate). As a reaction SMILES: NC1SC2C=CC=CC=2C=1C(OCC)=O.ClC1C=CC(Cl)=CC=1[N+]([O-])=O.[Cl:27][C:28]1[CH:48]=[CH:47][C:31]([NH:32][C:33]2[S:37][C:36]3[CH:38]=[CH:39][CH:40]=[CH:41][C:35]=3[C:34]=2[C:42]([O:44][CH2:45][CH3:46])=[O:43])=[C:30]([N+:49]([O-])=O)[CH:29]=1.Cl.O.O.[Sn](Cl)Cl>C(O)C.CS(C)=O>[NH2:49][C:30]1[CH:29]=[C:28]([Cl:27])[CH:48]=[CH:47][C:31]=1[NH:32][C:33]1[S:37][C:36]2[CH:38]=[CH:39][CH:40]=[CH:41][C:35]=2[C:34]=1[C:42]([O:44][CH2:45][CH3:46])=[O:43] |f:4.5.6|. Procedure: In the same manner as in Starting Material Synthesis Example 4 and using ethyl 2-aminobenzo[b]thiophene-3-carboxylate (6.0 g), 2,5-dichloronitrobenzene (5.8 g) and dimethyl sulfoxide (70 ml), crude crystals (9.5 g) of ethyl 2-(4-chloro-2-nitroanilino)benzo[b]thiophene-3-carboxylate were obtained. Without purification, in the same manner as in Starting Material Synthesis Example 21 and using ethanol (100 ml), 18% hydrochloric acid (100 ml) and tin(II) chloride dihydrate (22.5 g), ethyl 2-(2-amino... The reactants are ClC1(C2C3=C(N(C4=C(C21)C=CC=C4)C=O)C=CC=C3)Cl (1,1-dichloro-1a,10b-dihydrodibenzo(b,f)cycloprop(d)azepine-6(1H)-carboxaldehyde), [OH-].[Na+] (sodium hydroxide), Cl (HCl). The solvent is C(C)O (ethanol). The product is ClC1(C2C3=C(NC4=C(C21)C=CC=C4)C=CC=C3)Cl (1,1-dichloro-1,1a,6,10b-tetrahydrodibenzo(b,f)cycloprop(d)azepine). Yield: 7.3%. RXN SMILES: [Cl:1][C:2]1([Cl:20])[CH:9]2[CH:3]1[C:4]1[CH:19]=[CH:18][CH:17]=[CH:16][C:5]=1[N:6](C=O)[C:7]1[CH:13]=[CH:12][CH:11]=[CH:10][C:8]=12.[OH-].[Na+].Cl>C(O)C>[Cl:20][C:2]1([Cl:1])[CH:3]2[CH:9]1[C:8]1[CH:10]=[CH:11][CH:12]=[CH:13][C:7]=1[NH:6][C:5]1[CH:16]=[CH:17][CH:18]=[CH:19][C:4]=12 |f:1.2|. Procedure: At 50° C, a solution comprising 18.25 g. (0.06 mole) of 1,1-dichloro-1a,10b-dihydrodibenzo(b,f)cycloprop(d)azepine-6(1H)-carboxaldehyde, 16.8 g. (0.42 mole) of sodium hydroxide and 319 g. of ethanol is stirred for 4.5 hours and, then, the reaction mixture is neutralized with conc. HCl. Ethanol is distilled off, water is added and extracted with ethyl acetate. The ethyl acetate extract is washed with water and dried with anhydrous sodium sulfate, followed by the distillation of the solventto dry ... The reactants are ClCC(=O)OC1=CC=2C3=C(N(C2C=C1)C)C(CC3)=O (7-Chloroacetyloxy-1,4-dihydro-4-methylcyclopent[b]indol-3(2H)-one), C1(CC1)N (cyclopropylamine), amine. Reagents/catalysts: [Ti](Cl)(Cl)(Cl)Cl (Titanium tetrachloride). Solvent: C1(=CC=CC=C1)C (toluene), C1(=CC=CC=C1)C (toluene). Conditions: temperature -100 celsius, time 8 hour. Product: C1(CC1)N=C1CCC2=C1N(C=1C=CC(=CC21)O)C (3-Cyclopropylimino-4-methyl-1,2,3,4-tetrahydrocyclopent[b]-indol-7-ol), solid. RXN SMILES: ClCC([O:5][C:6]1[CH:14]=[CH:13][C:12]2[N:11]([CH3:15])[C:10]3[C:16](=O)[CH2:17][CH2:18][C:9]=3[C:8]=2[CH:7]=1)=O.[CH:20]1([NH2:23])[CH2:22][CH2:21]1>C1(C)C=CC=CC=1.[Ti](Cl)(Cl)(Cl)Cl>[CH:20]1([N:23]=[C:16]2[C:10]3[N:11]([CH3:15])[C:12]4[CH:13]=[CH:14][C:6]([OH:5])=[CH:7][C:8]=4[C:9]=3[CH2:18][CH2:17]2)[CH2:22][CH2:21]1. Reported procedure: 7-Chloroacetyloxy-1,4-dihydro-4-methylcyclopent[b]indol-3(2H)-one (15.0 g) and cyclopropylamine (9.6 g) were dissolved in 300 ml toluene and cooled to -100° C. Titanium tetrachloride (6.3 g) dissolved in 50 ml toluene was added slowly to the first solution. The reaction mixture was allowed to come up to room temperature and stirred overnight. The next day another 1.5 equivalents of the amine (4.6 g) was added to the reaction mixture and the mixture was stir-red for one hour. The reaction mixture... Reactants: FC1=C(C=O)C=C(C(=C1)O)F (2,5-difluoro-4-hydroxybenzaldehyde), [Br-].[Br-].[Br-].[NH+]1=CC=CC=C1.[NH+]1=CC=CC=C1.[NH+]1=CC=CC=C1 (pyridinium tribromide). The solvent is ClCCl (dichloromethane). Run at temperature 40 celsius, time 7 hour. The product is BrC=1C(=C(C=O)C=C(C1O)F)F (3-bromo-2,5-difluoro-4-hydroxybenzaldehyde). Isolated yield 86169.1%. As a reaction SMILES: [F:1][C:2]1[CH:9]=[C:8]([OH:10])[C:7]([F:11])=[CH:6][C:3]=1[CH:4]=[O:5].[Br-:12].[Br-].[Br-].[NH+]1C=CC=CC=1.[NH+]1C=CC=CC=1.[NH+]1C=CC=CC=1>ClCCl>[Br:12][C:9]1[C:2]([F:1])=[C:3]([CH:6]=[C:7]([F:11])[C:8]=1[OH:10])[CH:4]=[O:5] |f:1.2.3.4.5.6|. Procedure: To a solution of 2,5-difluoro-4-hydroxybenzaldehyde (37.5 g, 0.237 mmol) in dichloromethane (1.5 L) was added pyridinium tribromide (75.9 g, 0.237 mmol). The reaction mixture was stirred at 40° C. for 7 hrs then at room temperature overnight. The reaction was washed with water and brine, dried over magnesium sulfate, filtered and evaporated to give 48.4 g of crude 3-bromo-2,5-difluoro-4-hydroxybenzaldehyde use as this in the next step. Reactants: Cc1cc(Br)c2cccc(O)c2n1, C1CCOC1, CCc1ccccc1, Cn1cccc1C#N, Cc1cc(-c2nccn2C)c2cccc(O)c2n1, CC(C)[N-]C(C)C, CCCCCCC, [Li+]. Yields the product Cc1cc(-c2ccc(C#N)n2C)c2cccc(O)c2n1. Reaction SMILES: [Br:1][c:2]1[cH:3][c:4]([CH3:13])[n:5][c:6]2[c:7]([OH:12])[cH:8][cH:9][cH:10][c:11]12.[CH2:55]1[O:56][CH2:57][CH2:58][CH2:59]1.[CH2:60]([c:61]1[cH:62][cH:63][cH:64][cH:65][cH:66]1)[CH3:67].[CH3:14][n:15]1[c:16]([C:20]#[N:21])[cH:17][cH:18][cH:19]1.[CH3:22][c:23]1[cH:24][c:25](-[c:26]2[n:27]([CH3:28])[cH:29][cH:30][n:31]2)[c:32]2[c:33]([c:34]([OH:35])[cH:36][cH:37][cH:38]2)[n:39]1.[CH3:41][CH:42]([N-:43][CH:44]([CH3:45])[CH3:46])[CH3:47].[CH3:48][CH2:49][CH2:50][CH2:51][CH2:52][CH2:53][CH3:54].[Li+:40]>>[c:2]1(-[c:19]2[n:15]([CH3:14])[c:16]([C:20]#[N:21])[cH:17][cH:18]2)[cH:3][c:4]([CH3:13])[n:5][c:6]2[c:7]([OH:12])[cH:8][cH:9][cH:10][c:11]12.